From a dataset of the Open Reaction Database (ORD), a public repository of structured organic reaction records. describe an organic reaction: reactants, conditions, products, and yield Reactants: C1(CCCCC1)N (cyclohexylamine), CCN(C(C)C)C(C)C (DIPEA), FC1=C(C=CC(=C1)F)[N+](=O)[O-] (2,4-Difluoronitrobenzene). Run in C(C)#N (acetonitrile). Reaction conditions: time 8 hour. The product is C1(CCCCC1)NC1=C(C=CC(=C1)F)[N+](=O)[O-] (Cyclohexyl-(5-fluoro-2-nitrophenyl)amine). The yield is 80.1%. As a reaction SMILES: F[C:2]1[CH:7]=[C:6]([F:8])[CH:5]=[CH:4][C:3]=1[N+:9]([O-:11])=[O:10].[CH:12]1([NH2:18])[CH2:17][CH2:16][CH2:15][CH2:14][CH2:13]1.CCN(C(C)C)C(C)C>C(#N)C>[CH:12]1([NH:18][C:2]2[CH:7]=[C:6]([F:8])[CH:5]=[CH:4][C:3]=2[N+:9]([O-:11])=[O:10])[CH2:17][CH2:16][CH2:15][CH2:14][CH2:13]1. Reported procedure: 2,4-Difluoronitrobenzene (2.00 g, 12.57 mmol) was dissolved in acetonitrile (20 mL) and cyclohexylamine (1.25 g, 12.57 mmol) and DIPEA (2.2 mL, 12.57 mmol) added. The reaction mixture was stirred at RT overnight. The resultant mixture was concentrated in vacuo to afford a bright yellow gum. This was purified by column chromatography (silica gel, gradient 0-10% EtOAc in cyclohexane) to afford the title compound as a bright yellow oil (2.4 g, 92%). 1H NMR (CDCl3, 400 MHz): δ 8.20 (1H, dd, J=9.50, ... The reactants are CN(C)CCN, COCCOC, [O-][n+]1nc(Cl)nc2cc3c(cc21)CCO3. Product: CN(C)CCNc1nc2cc3c(cc2[n+]([O-])n1)CCO3. RXN SMILES: [CH3:16][N:17]([CH2:18][CH2:19][NH2:20])[CH3:21].[CH3:22][O:23][CH2:24][CH2:25][O:26][CH3:27].[Cl:1][c:2]1[n:3][n+:4]([O-:15])[c:5]2[c:6]([n:7]1)[cH:8][c:9]1[c:10]([cH:11]2)[CH2:12][CH2:13][O:14]1>>[c:2]1([NH:20][CH2:19][CH2:18][N:17]([CH3:16])[CH3:21])[n:3][n+:4]([O-:15])[c:5]2[c:6]([n:7]1)[cH:8][c:9]1[c:10]([cH:11]2)[CH2:12][CH2:13][O:14]1.